This data is from the Open Reaction Database (ORD), a public repository of structured organic reaction records. The task is: describe an organic reaction: reactants, conditions, products, and yield As a reaction SMILES: [CH2:1]([O:3][C:4]([C:6]1[CH:7]=[N:8][N:9]([CH3:15])[C:10]=1[S:11](Cl)(=[O:13])=[O:12])=[O:5])[CH3:2].[O-:16][C:17]#[N:18].[Na+].[CH3:20][O:21][C:22]1[CH:27]=[C:26]([O:28][CH3:29])[N:25]=[C:24]([NH2:30])[N:23]=1.S(=O)(=O)(O)O>C(#N)C.ClCCl.N1C=CC=CC=1>[CH3:20][O:21][C:22]1[CH:27]=[C:26]([O:28][CH3:29])[N:25]=[C:24]([NH:30][C:17]([NH:18][S:11]([C:10]2[N:9]([CH3:15])[N:8]=[CH:7][C:6]=2[C:4]([O:3][CH2:1][CH3:2])=[O:5])(=[O:13])=[O:12])=[O:16])[N:23]=1 |f:1.2|. Run in ClCCl (dichloromethane), C(C)#N (acetonitrile), N1=CC=CC=C1 (pyridine). Product: COC1=NC(=NC(=C1)OC)NC(=O)NS(=O)(=O)C1=C(C=NN1C)C(=O)OCC (N-[(4,6-dimethoxypyrimidin-2-yl)amino-carbonyl]-4-ethoxycarbonyl-1-methylpyrazole-5-sulfonamide). Isolated yield 99.0%. Starting materials: S(O)(O)(=O)=O (sulfuric acid), [O-]C#N.[Na+] (sodium cyanate), COC1=NC(=NC(=C1)OC)N (4,6-dimethoxy-2-aminopyrimidine), C(C)OC(=O)C=1C=NN(C1S(=O)(=O)Cl)C (4-ethoxycarbonyl-1-methylpyrazole-5-sulfonylchloride). Reported procedure: 2.603 g of 4-ethoxycarbonyl-1-methylpyrazole-5-sulfonylchloride was dissolved in 20.0 ml of acetonitrile. To the resulting solution were added 0.715 g of sodium cyanate and 1.552 g(10.0 mM) of 4,6-dimethoxy-2-aminopyrimidine with stirring. The reaction mixture was maintained at 40° C. for about 10 minutes and then 0.396 g of pyridine was added dropwise thereto over 5 minutes via a syringe. While maintaining the temperature of 40° to 45° C., the reaction mixture was continuously and vigorously st... Run at temperature 40 celsius, time 5 minute. The reactants are C1(=CC=C(C=C1)S(=O)(=O)OCC1CC(C2CN(CC2C1)C(=O)OC(C)(C)C)(O)C1=CC=CC=C1)C ((3aRS,4RS,6RS,7aSR)-6-p-toluenesulphonyloxymethyl-4-phenyl-2-tert-butyloxycarbonylperhydroisoindol-4-ol), [C-]#N.[K+] (potassium cyanide). The product is C(#N)CC1CC(C2CN(CC2C1)C(=O)OC(C)(C)C)(O)C1=CC=CC=C1 ((3aRS,4RS,6RS,7aSR)-6-cyanomethyl-4-phenyl-2-tert-butyloxycarbonylperhydroisoindol-4-ol). Isolated yield 134.3%. RXN SMILES: C1(C)C=CC(S(O[CH2:11][CH:12]2[CH2:20][CH:19]3[CH:15]([CH2:16][N:17]([C:21]([O:23][C:24]([CH3:27])([CH3:26])[CH3:25])=[O:22])[CH2:18]3)[C:14]([C:29]3[CH:34]=[CH:33][CH:32]=[CH:31][CH:30]=3)([OH:28])[CH2:13]2)(=O)=O)=CC=1.[C-:36]#[N:37].[K+]>>[C:36]([CH2:11][CH:12]1[CH2:20][CH:19]2[CH:15]([CH2:16][N:17]([C:21]([O:23][C:24]([CH3:27])([CH3:26])[CH3:25])=[O:22])[CH2:18]2)[C:14]([C:29]2[CH:30]=[CH:31][CH:32]=[CH:33][CH:34]=2)([OH:28])[CH2:13]1)#[N:37] |f:1.2|. Procedure: The procedure is as described for Example 13 below, starting from 1.1 g of (3aRS,4RS,6RS,7aSR)-6-p-toluenesulphonyloxymethyl-4-phenyl-2-tert-butyloxycarbonylperhydroisoindol-4-ol and 0,214 g of potassium cyanide, and gives 1.05 g of (3aRS,4RS,6RS,7aSR)-6-cyanomethyl-4-phenyl-2-tert-butyloxycarbonylperhydroisoindol-4-ol in the form of a yellow oil. The reactants are O (water), C(C)(C)N(C(C)C)CC (N,N-diisopropylethylamine), ClC=1C(=C(C=CC1)NC1=NC=NC2=CC(=C(C=C12)CCl)OC)F (N-(3-chloro-2-fluorophenyl)-6-(chloromethyl)-7-methoxyquinazolin-4-amine), NC(=O)C1(CN(C1)C(=O)OC(C)(C)C)NC (tert-butyl 3-(aminocarbonyl)-3-(methylamino)azetidine-1-carboxylate). The solvent is CN(C=O)C (dimethylformamide). Reaction conditions: time 5 minute. Product: NC(=O)C1(CN(C1)C(=O)OC(C)(C)C)N(C)CC=1C=C2C(=NC=NC2=CC1OC)NC1=C(C(=CC=C1)Cl)F (tert-butyl 3-(aminocarbonyl)-3-[({4-[(3-chloro-2-fluorophenyl)amino]-7-methoxyquinazolin-6-yl}methyl)(methyl)amino]azetidine-1-carboxylate). As a reaction SMILES: C(N(CC)C(C)C)(C)C.[Cl:10][C:11]1[C:12]([F:32])=[C:13]([NH:17][C:18]2[C:27]3[C:22](=[CH:23][C:24]([O:30][CH3:31])=[C:25]([CH2:28]Cl)[CH:26]=3)[N:21]=[CH:20][N:19]=2)[CH:14]=[CH:15][CH:16]=1.[NH2:33][C:34]([C:36]1([NH:47][CH3:48])[CH2:39][N:38]([C:40]([O:42][C:43]([CH3:46])([CH3:45])[CH3:44])=[O:41])[CH2:37]1)=[O:35].O>CN(C)C=O>[NH2:33][C:34]([C:36]1([N:47]([CH2:28][C:25]2[CH:26]=[C:27]3[C:22](=[CH:23][C:24]=2[O:30][CH3:31])[N:21]=[CH:20][N:19]=[C:18]3[NH:17][C:13]2[CH:14]=[CH:15][CH:16]=[C:11]([Cl:10])[C:12]=2[F:32])[CH3:48])[CH2:39][N:38]([C:40]([O:42][C:43]([CH3:44])([CH3:45])[CH3:46])=[O:41])[CH2:37]1)=[O:35]. Procedure details: N,N-diisopropylethylamine (0.22 ml, 1.24 mmol) was added to a solution of N-(3-chloro-2-fluorophenyl)-6-(chloromethyl)-7-methoxyquinazolin-4-amine (160 mg, 0.41 mmol prepared as described in Example 62) in dimethylformamide (1 ml). After 5 minutes of stirring, the reaction mixture became homogeneous and tert-butyl 3-(aminocarbonyl)-3-(methylamino)azetidine-1-carboxylate (98 mg, 0.43 mmol) was added. After 30 minutes of stirring at 80° C., the reaction mixture was cooled down to room temperature,... The reactants are O=c1[nH]c2cc([N+](=O)[O-])c(F)cc2n2c(=O)[nH]nc12, c1ccc2[nH]cnc2c1. The product is O=c1[nH]c2cc([N+](=O)[O-])c(-n3cnc4ccccc43)cc2n2c(=O)[nH]nc12. As a reaction SMILES: [F:1][c:2]1[c:3]([N+:17](=[O:18])[O-:19])[cH:4][c:5]2[nH:6][c:7](=[O:16])[c:8]3[n:9]([c:10]2[cH:11]1)[c:12](=[O:15])[nH:13][n:14]3.[n:20]1[cH:21][nH:22][c:23]2[c:24]1[cH:25][cH:26][cH:27][cH:28]2>>[c:2]1(-[n:20]2[cH:21][n:22][c:23]3[c:24]2[cH:25][cH:26][cH:27][cH:28]3)[c:3]([N+:17](=[O:18])[O-:19])[cH:4][c:5]2[nH:6][c:7](=[O:16])[c:8]3[n:9]([c:10]2[cH:11]1)[c:12](=[O:15])[nH:13][n:14]3. Reactants: O=C(NC1(c2ccc(OCCCN3CCCCC3)cc2)CC1)OCc1ccccc1, CCO. The product is NC1(c2ccc(OCCCN3CCCCC3)cc2)CC1. Reaction SMILES: [CH2:1]([O:2][C:3](=[O:4])[NH:10][C:11]1([c:14]2[cH:15][cH:16][c:17]([O:20][CH2:21][CH2:22][CH2:23][N:24]3[CH2:25][CH2:26][CH2:27][CH2:28][CH2:29]3)[cH:18][cH:19]2)[CH2:12][CH2:13]1)[c:5]1[cH:6][cH:7][cH:8][cH:9][cH:30]1.[CH3:31][CH2:32][OH:33]>>[NH2:10][C:11]1([c:14]2[cH:15][cH:16][c:17]([O:20][CH2:21][CH2:22][CH2:23][N:24]3[CH2:25][CH2:26][CH2:27][CH2:28][CH2:29]3)[cH:18][cH:19]2)[CH2:12][CH2:13]1. Starting materials: C(C)(=O)O (acetic acid), solid, [OH-].[Na+] (sodium hydroxide), C(C1=CC=CC=C1)NC(C[C@@H]1CC[C@H](N1C(=O)OC(C)(C)C)C(=O)OC(C)(C)C)C(N)=O (di-tert-butyl (2S,5S)-5-(2-benzylamino-2-carbamoylethyl)pyrrolidine-1,2-dicarboxylate). Run in C(C)O (ethanol), O (water). Product: C(C)(C)(C)OC(=O)N1[C@@H](CC[C@H]1CC(C(=O)O)NCC1=CC=CC=C1)C(=O)O ((2S,5S)-5-(2-benzylamino-2-carboxyethyl)pyrrolidine-1,2-dicarboxylic acid 1-tert-butyl ester). As a reaction SMILES: [CH2:1]([NH:8][CH:9]([C:30](=[O:32])N)[CH2:10][C@H:11]1[N:15]([C:16]([O:18][C:19]([CH3:22])([CH3:21])[CH3:20])=[O:17])[C@H:14]([C:23]([O:25]C(C)(C)C)=[O:24])[CH2:13][CH2:12]1)[C:2]1[CH:7]=[CH:6][CH:5]=[CH:4][CH:3]=1.[OH-].[Na+].C(O)(=[O:37])C>C(O)C.O>[C:19]([O:18][C:16]([N:15]1[C@H:11]([CH2:10][CH:9]([NH:8][CH2:1][C:2]2[CH:3]=[CH:4][CH:5]=[CH:6][CH:7]=2)[C:30]([OH:37])=[O:32])[CH2:12][CH2:13][C@H:14]1[C:23]([OH:25])=[O:24])=[O:17])([CH3:21])([CH3:22])[CH3:20] |f:1.2|. Procedure: 2.2 g of di-tert-butyl (2S,5S)-5-(2-benzylamino-2-carbamoylethyl)pyrrolidine-1,2-dicarboxylate were dissolved in 20 ml of ethanol and 5 ml of water. 1.2 g of solid sodium hydroxide were added thereto. The solution was then boiled under reflux for 36 h. For workup, it was cooled to room temperature and neutralized with acetic acid, and the ethanol was removed in vacuo. The residue was diluted with 20 ml of water and adjusted to a pH of 3 with acetic acid. The mixture was extracted 3 times with 30... Starting materials: BrCCC=C (4-bromobut-1-ene), [H-].[Na+] (sodium hydride), ClC=1C=C(C=CC1Cl)CC#N (3,4-dichlorophenylacetonitrile), O (water). Run in CN(C=O)C (DMF), CN(C=O)C (dimethylformamide), CN(C=O)C (DMF). Reaction conditions: temperature 60 celsius, time 3 hour. Product: ClC=1C=C(C=CC1Cl)C(C#N)CCC=C (2-(3,4-Dichlorophenyl)-5-hexenenitrile). The yield is 21.4%. RXN SMILES: [H-].[Na+].[Cl:3][C:4]1[CH:5]=[C:6]([CH2:11][C:12]#[N:13])[CH:7]=[CH:8][C:9]=1[Cl:10].Br[CH2:15][CH2:16][CH:17]=[CH2:18].O>CN(C)C=O>[Cl:3][C:4]1[CH:5]=[C:6]([CH:11]([CH2:18][CH2:17][CH:16]=[CH2:15])[C:12]#[N:13])[CH:7]=[CH:8][C:9]=1[Cl:10] |f:0.1|. Reported procedure: To a solution of sodium hydride (14.8 g, 60% dispersion in mineral oil) in dimethylformamide (DMF, 150 ml) at 0° C. under nitrogen was added a solution of 3,4-dichlorophenylacetonitrile (68.9 g, 1 mol. equivalent) in DMF (300 ml) and the mixture was stirred for 3 hours. A solution of 4-bromobut-1-ene (50 g, 1 mol. eq.) in DMF (100 ml) was then added, and the mixture was stirred at room temperature for one hour, then heated to 60° C. for 5 hours. The reaction mixture was cooled and water (1 liter...